From a dataset of the Open Reaction Database (ORD), a public repository of structured organic reaction records. describe an organic reaction: reactants, conditions, products, and yield Reactants: ClC1=NC(=NS1)SCC1=CC=C(C=C1)OC (5-chloro-3-(4-methoxybenzyl)thio-1,2,4-thiadiazole), C(C1=CC=CC=C1)O (benzyl alcohol), [H-].[Na+] (sodium hydride), [Cl-].[Na+] (sodium chloride). Solvent: CN(C=O)C (N,N-dimethylformamide). Conditions: time 1 hour. The product is C(C1=CC=CC=C1)OC1=NC(=NS1)SCC1=CC=C(C=C1)OC (5-benzyloxy-3-(4-methoxybenzyl)thio-1,2,4-thiadiazole). The yield is 65.3%. As a reaction SMILES: Cl[C:2]1[S:6][N:5]=[C:4]([S:7][CH2:8][C:9]2[CH:14]=[CH:13][C:12]([O:15][CH3:16])=[CH:11][CH:10]=2)[N:3]=1.[CH2:17]([OH:24])[C:18]1[CH:23]=[CH:22][CH:21]=[CH:20][CH:19]=1.[H-].[Na+].[Cl-].[Na+]>CN(C)C=O>[CH2:17]([O:24][C:2]1[S:6][N:5]=[C:4]([S:7][CH2:8][C:9]2[CH:14]=[CH:13][C:12]([O:15][CH3:16])=[CH:11][CH:10]=2)[N:3]=1)[C:18]1[CH:23]=[CH:22][CH:21]=[CH:20][CH:19]=1 |f:2.3,4.5|. Procedure details: Into 2 ml of N,N-dimethylformamide were dissolved 200 mg of 5-chloro-3-(4-methoxybenzyl)thio-1,2,4-thiadiazole and 87 mg of benzyl alcohol, 35 mg of sodium hydride (60% in oil) was added thereto under ice-cooling, and the reaction mixture was stirred for 1 hour under ice-cooling and for 4 hours at room temperature. The reaction mixture was added to saturated sodium chloride aqueous solution, and extracted with t-butyl methyl ether. The organic layer was concentrated, and the residue obtained was... Starting materials: ClC1=C(C=CC(=C1)C(=O)OC)C1=CC=C(C=C1)OC (methyl 2-chloro-4′-methoxybiphenyl-4-carboxylate), CO.CCOC(=O)C (MeOH EtOAc), II (iodine). Reagents/catalysts: S(=O)(=O)([O-])[O-].[Ag+2] (silver sulfate). Solvent: CO (MeOH). Run at time 6 hour. The product is ClC1=C(C=CC(=C1)C(=O)OC)C1=CC(=C(C=C1)OC)I (Methyl 2-chloro-3′-iodo-4′-methoxybiphenyl-4-carboxylate). Reaction SMILES: [I:1]I.[Cl:3][C:4]1[CH:9]=[C:8]([C:10]([O:12][CH3:13])=[O:11])[CH:7]=[CH:6][C:5]=1[C:14]1[CH:19]=[CH:18][C:17]([O:20][CH3:21])=[CH:16][CH:15]=1.CO.CCOC(C)=O>CO.S([O-])([O-])(=O)=O.[Ag+2]>[Cl:3][C:4]1[CH:9]=[C:8]([C:10]([O:12][CH3:13])=[O:11])[CH:7]=[CH:6][C:5]=1[C:14]1[CH:19]=[CH:18][C:17]([O:20][CH3:21])=[C:16]([I:1])[CH:15]=1 |f:2.3,5.6|. Procedure: To a mixture of silver sulfate (0.97 g, 3.11 mmol) and iodine (0.79 g, 3.11 mmol) in MeOH (20 ml) at room temperature, a solution of methyl 2-chloro-4′-methoxybiphenyl-4-carboxylate (0.86 g, 3.11 mmol) in 1:1 mixture of MeOH/EtOAc (10 ml) was added. The mixture was stirred at room temperature for 6 h until color of the reaction turned to pale. The solid was filtered off and the filtrate was concentrated. The title compound was obtained after flash column using EtOAc:hexane/5:95 as the eluant. 1H... Starting materials: [Li+].[OH-] (LiOH), N1(CCC1)C1=C(C=C2C(C(=CN(C2=N1)CCC#N)C(=O)OCC)=O)Br (ethyl 7-azetidin-1-yl-6-bromo-1-(2-cyanoethyl)-4-oxo-1,4-dihydro-1,8-naphthyridine-3-carboxylate), C(CC(O)(C(=O)O)CC(=O)O)(=O)O (citric acid). Solvent: CO (methanol). Conditions: time 3 hour. The product is N1(CCC1)C1=C(C=C2C(C(=CNC2=N1)C(=O)O)=O)Br (7-azetidin-1-yl-6-bromo-4-oxo-1,4-dihydro-1,8-naphthyridine-3-carboxylic acid). Reaction SMILES: [N:1]1([C:5]2[N:14]=[C:13]3[C:8]([C:9](=[O:24])[C:10]([C:19]([O:21]CC)=[O:20])=[CH:11][N:12]3CCC#N)=[CH:7][C:6]=2[Br:25])[CH2:4][CH2:3][CH2:2]1.[Li+].[OH-].C(O)(=O)CC(CC(O)=O)(C(O)=O)O>CO>[N:1]1([C:5]2[N:14]=[C:13]3[C:8]([C:9](=[O:24])[C:10]([C:19]([OH:21])=[O:20])=[CH:11][NH:12]3)=[CH:7][C:6]=2[Br:25])[CH2:4][CH2:3][CH2:2]1 |f:1.2|. Procedure: A suspension of EXAMPLE 82A (0.50 g) in methanol (100 mL) at reflux was treated with 1M LiOH (50 mL), stirred for 3 hours then cooled, treated with 10% citric acid, and filtered to provide the desired product. NMR (300 MHz, DMSO-d6) δ 17.21 (s, 1H), 8.68 (s, 1H), 8.32 (s, 1H), 4.29 (m, 4H), 2.26 (m, 2H). Reactants: BrCC(=O)C=1C=CC(=C(C=O)C1)O (5-(Bromoacetyl)-2-hydroxybenzaldehyde), CC(C)(N)C (1,1-dimethylethanamine), S(O)(O)(=O)=O (sulfuric acid), O (water). Solvent: CC(C)O (2-propanol), CC(C)O (2-propanol). Reaction conditions: time 50 minute. Product: S(=O)(=O)(O)O.CC(C)(C)NCC(=O)C=1C=CC(=C(C=O)C1)O.CC(C)(C)NCC(=O)C=1C=CC(=C(C=O)C1)O (5-[[(1,1-DIMETHYLETHYL)AMINO]-ACETYL]-2-HYDROXYBENZALDEHYDE HEMISULFATE). RXN SMILES: Br[CH2:2][C:3]([C:5]1[CH:6]=[CH:7][C:8]([OH:13])=[C:9]([CH:12]=1)[CH:10]=[O:11])=[O:4].[CH3:14][C:15]([CH3:18])([NH2:17])[CH3:16].[S:19](=[O:23])(=[O:22])([OH:21])[OH:20].O>CC(O)C>[S:19]([OH:23])([OH:22])(=[O:21])=[O:20].[CH3:14][C:15]([NH:17][CH2:2][C:3]([C:5]1[CH:6]=[CH:7][C:8]([OH:13])=[C:9]([CH:12]=1)[CH:10]=[O:11])=[O:4])([CH3:18])[CH3:16].[CH3:14][C:15]([NH:17][CH2:2][C:3]([C:5]1[CH:6]=[CH:7][C:8]([OH:13])=[C:9]([CH:12]=1)[CH:10]=[O:11])=[O:4])([CH3:18])[CH3:16] |f:5.6.7|. Procedure details: 5-(Bromoacetyl)-2-hydroxybenzaldehyde (10 g) is suspended in 2-propanol (60 ml) under an inert atmosphere and cooled to 0°. To the stirring slurry is added 1,1-dimethylethanamine (13 ml) and the reaction mixture permitted to warm to room temperature and stir for 50 minutes. The solution is then treated with a mixture of concentrated sulfuric acid (3.5 ml), 2-propanol (6.5 ml) and deionized water (5 ml). The reaction mixture is stirred for a further 18 hours whereupon the title compound (10.2 g) ... Reactants: S(=O)(=O)([O-])[O-].[Na+].[Na+] (sodium sulphate), [N+](=O)([O-])C(=CC=1SC=CC1)C (2-(2-nitro-propenyl)-thiophene), [H-].[Al+3].[Li+].[H-].[H-].[H-] (lithium aluminium hydride). Run in C1CCOC1 (THF), C1CCOC1 (THF). Run at time 16 hour. Yields the product CC(CC=1SC=CC1)N (1-Methyl-2-thiophen-2-yl-ethylamine). RXN SMILES: [N+:1]([C:4]([CH3:11])=[CH:5][C:6]1[S:7][CH:8]=[CH:9][CH:10]=1)([O-])=O.[H-].[Al+3].[Li+].[H-].[H-].[H-].S([O-])([O-])(=O)=O.[Na+].[Na+]>C1COCC1>[CH3:11][CH:4]([NH2:1])[CH2:5][C:6]1[S:7][CH:8]=[CH:9][CH:10]=1 |f:1.2.3.4.5.6,7.8.9|. Procedure details: A solution of 3.7 g (21.9 mmol) 2-(2-nitro-propenyl)-thiophene in 50 ml THF is added dropwise to a suspension of 4.1 g (109.3 mmol) lithium aluminium hydride in 150 ml THF. After the addition has ended the mixture is refluxed. After 1.5 hours it is cooled to RT and stirred for another 16 hours. Then the mixture is slowly combined with 10 ml sat. sodium sulphate solution and filtered through Celite. The filtrate thus obtained is evaporated down i. vac. Reactants: CN(C)C1CCNC1, CS(C)=O, CNc1cc(-c2cccnc2Oc2ccc(Cl)c(NC(=O)c3cc(C(F)(F)F)ccc3F)c2)ccn1. Yields the product CNc1cc(-c2cccnc2Oc2ccc(Cl)c(NC(=O)c3cc(C(F)(F)F)ccc3N3CCC(N(C)C)C3)c2)ccn1. Reaction SMILES: [CH3:37][N:38]([CH:39]1[CH2:40][NH:41][CH2:42][CH2:43]1)[CH3:44].[CH3:45][S:46]([CH3:47])=[O:48].[Cl:1][c:2]1[c:3]([NH:23][C:24]([c:25]2[c:26]([F:35])[cH:27][cH:28][c:29]([C:31]([F:32])([F:33])[F:34])[cH:30]2)=[O:36])[cH:4][c:5]([O:8][c:9]2[n:10][cH:11][cH:12][cH:13][c:14]2-[c:15]2[cH:16][c:17]([NH:21][CH3:22])[n:18][cH:19][cH:20]2)[cH:6][cH:7]1>>[Cl:1][c:2]1[c:3]([NH:23][C:24]([c:25]2[c:26]([N:41]3[CH2:40][CH:39]([N:38]([CH3:37])[CH3:44])[CH2:43][CH2:42]3)[cH:27][cH:28][c:29]([C:31]([F:32])([F:33])[F:34])[cH:30]2)=[O:36])[cH:4][c:5]([O:8][c:9]2[n:10][cH:11][cH:12][cH:13][c:14]2-[c:15]2[cH:16][c:17]([NH:21][CH3:22])[n:18][cH:19][cH:20]2)[cH:6][cH:7]1. Starting materials: CN(C)c1ccccc1, CC#N, CC(C)c1ccc(S(=O)(=O)Cl)cc1, Nc1ccc(N)c([N+](=O)[O-])c1. Yields the product CC(C)c1ccc(S(=O)(=O)Nc2ccc(N)c([N+](=O)[O-])c2)cc1. Reaction SMILES: [CH3:12][N:13]([c:14]1[cH:15][cH:16][cH:17][cH:18][cH:19]1)[CH3:20].[CH3:34][C:35]#[N:36].[CH:21]([CH3:22])([CH3:23])[c:24]1[cH:25][cH:26][c:27]([S:30](=[O:31])(=[O:32])[Cl:33])[cH:28][cH:29]1.[N+:1](=[O:2])([O-:3])[c:4]1[c:5]([NH2:11])[cH:6][cH:7][c:8]([NH2:10])[cH:9]1>>[N+:1](=[O:2])([O-:3])[c:4]1[c:5]([NH2:11])[cH:6][cH:7][c:8]([NH:10][S:30]([c:27]2[cH:26][cH:25][c:24]([CH:21]([CH3:22])[CH3:23])[cH:29][cH:28]2)(=[O:31])=[O:32])[cH:9]1.